Dataset: the Open Reaction Database (ORD), a public repository of structured organic reaction records. Task: describe an organic reaction: reactants, conditions, products, and yield The reactants are O=C1CCC(=O)N1Cl, ClCCl, O=Cc1ccc2[nH]ccc2c1. The product is O=Cc1ccc2[nH]cc(Cl)c2c1. RXN SMILES: [Cl:12][N:13]1[C:14](=[O:15])[CH2:16][CH2:17][C:18]1=[O:19].[Cl:20][CH2:21][Cl:22].[nH:1]1[cH:2][cH:3][c:4]2[cH:5][c:6]([CH:10]=[O:11])[cH:7][cH:8][c:9]12>>[nH:1]1[cH:2][c:3]([Cl:12])[c:4]2[cH:5][c:6]([CH:10]=[O:11])[cH:7][cH:8][c:9]12. Starting materials: C1(=CC=CC=C1)C(CC=1N=NNN1)=O (1-Phenyl-2-(2H-tetrazol-5-yl)-ethanone), C(C)I (ethyl iodide), C([O-])([O-])=O.[K+].[K+] (potassium carbonate), Cl (HCl), [OH-].[Na+] (NaOH), BrBr (bromine), NC(=S)N (Thiourea). Solvent: CC(=O)C (acetone), O (water). Yields the product C(C)N1N=C(N=N1)C1=C(N=C(S1)N)C1=CC=CC=C1 (5-(2-Ethyl-2H-tetrazol-5-yl)-4-phenyl-thiazol-2-ylamine). RXN SMILES: [C:1]1([C:7](=O)[CH2:8][C:9]2[N:10]=[N:11][NH:12][N:13]=2)[CH:6]=[CH:5][CH:4]=[CH:3][CH:2]=1.[CH2:15](I)[CH3:16].C(=O)([O-])[O-].[K+].[K+].Cl.BrBr.[NH2:27][C:28]([NH2:30])=[S:29].[OH-].[Na+]>CC(C)=O.O>[CH2:15]([N:12]1[N:11]=[N:10][C:9]([C:8]2[S:29][C:28]([NH2:30])=[N:27][C:7]=2[C:1]2[CH:6]=[CH:5][CH:4]=[CH:3][CH:2]=2)=[N:13]1)[CH3:16] |f:2.3.4,8.9|. Reported procedure: 1-Phenyl-2-(2H-tetrazol-5-yl)-ethanone (3.3 g, 17.5 mmol), ethyl iodide (1.4 g, 17.5 mmol) and potassium carbonate (2.4 g, 17.5 mmol) was heated at reflux in acetone (50 mL) for 5 h under argon. The reaction mixture was then poured into water, made acidic with 6M HCl and extracted with diethyl ether. The organic extract was dried and evaporated to a red/orange oil. The oil was dissolved in diethyl ether (100 mL) and bromine (17.5 mmol) was added. The mixture was stirred over night at ambient tem... Yields the product CCCCCCCCCCCCCCCCCCOCC1(CO)CCC(=O)O1. RXN SMILES: [CH2:1]([c:2]1[cH:3][cH:4][cH:5][cH:6][cH:7]1)[O:8][CH2:9][C:10]1([CH2:16][O:17][CH2:18][CH2:19][CH2:20][CH2:21][CH2:22][CH2:23][CH2:24][CH2:25][CH2:26][CH2:27][CH2:28][CH2:29][CH2:30][CH2:31][CH2:32][CH2:33][CH2:34][CH3:35])[CH2:11][CH2:12][C:13](=[O:15])[O:14]1.[CH2:36]([OH:37])[CH3:38].[H:39][H:40].[OH2:41]>>[OH:8][CH2:9][C:10]1([CH2:16][O:17][CH2:18][CH2:19][CH2:20][CH2:21][CH2:22][CH2:23][CH2:24][CH2:25][CH2:26][CH2:27][CH2:28][CH2:29][CH2:30][CH2:31][CH2:32][CH2:33][CH2:34][CH3:35])[CH2:11][CH2:12][C:13](=[O:15])[O:14]1. The reactants are CCCCCCCCCCCCCCCCCCOCC1(COCc2ccccc2)CCC(=O)O1, CCO, [H][H], O. Starting materials: CC(C)=O, O=c1ncc(Cl)c[nH]1, [K]. Yields the product Cn1cc(Cl)cnc1=O. RXN SMILES: [CH3:10][C:11](=[O:12])[CH3:13].[Cl:2][c:3]1[cH:4][n:5][c:6](=[O:9])[nH:7][cH:8]1.[K:1]>>[Cl:2][c:3]1[cH:4][n:5]([CH3:10])[c:6](=[O:9])[n:7][cH:8]1. Reactants: COC1=C(C=C(C(=C1OC)OC)C)O (2,3,4-trimethoxy-5-methylphenol), OCC=C(CCC=C(CCC=C(CCC=C(CCC=C(CCC=C(C(=O)O)C)C)C)C)C)C (24-hydroxy-2,6,10,14,18,22-hexamethyl-2,6,10,14,18,22-tetracosahexaenoic acid). Yields the product C(=O)(O)C(=CCCC(=CCCC(=CCCC(=CCCC(=CCCC(=CCC1=C(C(=C(C(=C1O)OC)OC)OC)C)C)C)C)C)C)C (6-(23-CARBOXY-3,7,11,15,19-PENTAMETHYL-2,6,10,14,18,22-TETRACOSAHEXAENYL)-2,3,4-TRIMETHOXY-5-METHYLPHENOL). Yield: 51.2%. As a reaction SMILES: [CH3:1][O:2][C:3]1[C:8]([O:9][CH3:10])=[C:7]([O:11][CH3:12])[C:6]([CH3:13])=[CH:5][C:4]=1[OH:14].O[CH2:16][CH:17]=[C:18]([CH3:47])[CH2:19][CH2:20][CH:21]=[C:22]([CH3:46])[CH2:23][CH2:24][CH:25]=[C:26]([CH3:45])[CH2:27][CH2:28][CH:29]=[C:30]([CH3:44])[CH2:31][CH2:32][CH:33]=[C:34]([CH3:43])[CH2:35][CH2:36][CH:37]=[C:38]([CH3:42])[C:39]([OH:41])=[O:40]>>[C:39]([C:38]([CH3:42])=[CH:37][CH2:36][CH2:35][C:34]([CH3:43])=[CH:33][CH2:32][CH2:31][C:30]([CH3:44])=[CH:29][CH2:28][CH2:27][C:26]([CH3:45])=[CH:25][CH2:24][CH2:23][C:22]([CH3:46])=[CH:21][CH2:20][CH2:19][C:18]([CH3:47])=[CH:17][CH2:16][C:5]1[C:4]([OH:14])=[C:3]([O:2][CH3:1])[C:8]([O:9][CH3:10])=[C:7]([O:11][CH3:12])[C:6]=1[CH3:13])([OH:41])=[O:40]. Reported procedure: The procedures of Example 1 were repeated except that 5 g of 2,3,4-trimethoxy-5-methylphenol and 3.5 g of 24-hydroxy-2,6,10,14,18,22-hexamethyl-2,6,10,14,18,22-tetracosahexaenoic acid were employed as the starting materials to give 2.5 g of the title compound as a colorless oil. The reactants are intermediate d, C(C)(C)(C)OC(=O)N1C[C@H]2CC3=CC(=C(N=C3N2[C@@H](C1)C)CC)CO ((4R,9aR)-6-ethyl-7-hydroxymethyl-4-methyl-3,4,9,9a-tetrahydro-1H-2,4a,5-triaza-fluorene-2-carboxylic acid tert-butyl ester), C(C)(C)(C)OC(=O)N1C[C@H]2CC3=CC(=C(N=C3N2[C@@H](C1)C)CC)CO ((4R,9aR)-6-ethyl-7-hydroxymethyl-4-methyl-3,4,9,9a-tetrahydro-1H-2,4a,5-triaza-fluorene-2-carboxylic acid tert-butyl ester), [H-].[Na+] (sodium hydride), C(C)Br (ethyl bromide). Product: C(C)(C)(C)OC(=O)N1C[C@H]2CC3=CC(=C(N=C3N2[C@@H](C1)C)CC)COCC ((4R,9aR)-7-Ethoxymethyl-6-ethyl-4-methyl-3,4,9,9a-tetrahydro-1H-2,4a,5-triaza-fluorene-2-carboxylic acid tert-butyl ester). RXN SMILES: [C:1]([O:5][C:6]([N:8]1[CH2:20][C@@H:19]([CH3:21])[N:18]2[C@H:10]([CH2:11][C:12]3[C:17]2=[N:16][C:15]([CH2:22][CH3:23])=[C:14]([CH2:24][OH:25])[CH:13]=3)[CH2:9]1)=[O:7])([CH3:4])([CH3:3])[CH3:2].[H-].[Na+].[CH2:28](Br)[CH3:29]>>[C:1]([O:5][C:6]([N:8]1[CH2:20][C@@H:19]([CH3:21])[N:18]2[C@H:10]([CH2:11][C:12]3[C:17]2=[N:16][C:15]([CH2:22][CH3:23])=[C:14]([CH2:24][O:25][CH2:28][CH3:29])[CH:13]=3)[CH2:9]1)=[O:7])([CH3:2])([CH3:3])[CH3:4] |f:1.2|. Procedure details: This compound was prepared in analogy to example 1, intermediate d) from (4R,9aR)-6-ethyl-7-hydroxymethyl-4-methyl-3,4,9,9a-tetrahydro-1H-2,4a,5-triaza-fluorene-2-carboxylic acid tert-butyl ester (example 20, intermediate b), sodium hydride and ethyl bromide. Starting materials: CCN(C(C)C)C(C)C, CN(C)C=O, Cl, COC(=O)CF, NC1CC(=O)N(c2ccc(OCc3cccc(F)c3)cc2)C1. Yields the product O=C(CF)NC1CC(=O)N(c2ccc(OCc3cccc(F)c3)cc2)C1. RXN SMILES: [CH2:24]([N:25]([CH:26]([CH3:27])[CH3:28])[CH:29]([CH3:30])[CH3:31])[CH3:32].[CH3:39][N:40]([CH3:41])[CH:42]=[O:43].[ClH:1].[F:33][CH2:34][C:35](=[O:36])[O:37][CH3:38].[NH2:2][CH:3]1[CH2:4][C:5](=[O:23])[N:6]([c:8]2[cH:9][cH:10][c:11]([O:14][CH2:15][c:16]3[cH:17][c:18]([F:22])[cH:19][cH:20][cH:21]3)[cH:12][cH:13]2)[CH2:7]1>>[NH:2]([CH:3]1[CH2:4][C:5](=[O:23])[N:6]([c:8]2[cH:9][cH:10][c:11]([O:14][CH2:15][c:16]3[cH:17][c:18]([F:22])[cH:19][cH:20][cH:21]3)[cH:12][cH:13]2)[CH2:7]1)[C:35]([CH2:34][F:33])=[O:36]. Reactants: CC=1SC2=C(N1)C=CC=C2 (2-methylbenzothiazoline), ClC=1C=C(C=CC1)N=C=S (3-chlorophenyl isothiocyanate), [N-]=C=S (isothiocyanate), ClC=1C=C(C=CC1)N=C=S (3-chlorophenyl isothiocyanate), N1C=NC=C1 (imidazole). Solvent: C(Cl)(Cl)Cl (chloroform). Product: ClC=1C=C(C=CC1)NC(=S)N1C(SC2=C1C=CC=C2)C (N-(3-chlorophenyl)-2-methylbenzothiazoline-3-carbothioamide). Reaction SMILES: [CH3:1][C:2]1[S:3][C:4]2[CH:10]=[CH:9][CH:8]=[CH:7][C:5]=2[N:6]=1.[Cl:11][C:12]1[CH:13]=[C:14]([N:18]=[C:19]=[S:20])[CH:15]=[CH:16][CH:17]=1.N1C=CN=C1.[N-]=C=S>C(Cl)(Cl)Cl>[Cl:11][C:12]1[CH:13]=[C:14]([NH:18][C:19]([N:6]2[C:5]3[CH:7]=[CH:8][CH:9]=[CH:10][C:4]=3[S:3][CH:2]2[CH3:1])=[S:20])[CH:15]=[CH:16][CH:17]=1. Reported procedure: A mixture of 1.5 g. of 2-methylbenzothiazoline, 1.7 g. of 3-chlorophenyl isothiocyanate, about 100 ml. of chloroform, and a catalytic amount of imidazole was heated at reflux for several hours. Since thin layer chromatographic analysis showed that reaction was not complete and that some 3-chlorophenyl isothiocyanate had been lost, an additional 1.2 g. of the isothiocyanate was added to the reaction mixture which then was heated at reflux for about 16 hours. The solvent was distilled under reduce... Reactants: [BH4-].[Na+] (sodium borohydride), NCC(=O)NC=1C=C2C[C@]3(CC2=CC1)N(C(NC3=O)=O)C (2-amino-N-[(4S)-3-methyl-2,5-dioxo-1′,3′-dihydrospiro[imidazolidine-4,2′-inden]-5′-yl]acetamide), C1=C(C=CC2=CC=CC=C12)C=O (2-naphthaldehyde), imine. Solvent: CO (MeOH). Reaction conditions: temperature 0 celsius, time 5 hour. The product is CN1C(NC([C@@]12CC1=CC=C(C=C1C2)NC(CNCC2=CC1=CC=CC=C1C=C2)=O)=O)=O (N-[(4S)-3-methyl-2,5-dioxo-1′,3′-dihydrospiro[imidazolidine-4,2′-inden]-5′-yl]-2-[(2-naphthylmethyl)amino]acetamide). Reaction SMILES: [NH2:1][CH2:2][C:3]([NH:5][C:6]1[CH:7]=[C:8]2[C:12](=[CH:13][CH:14]=1)[CH2:11][C@@:10]1([C:18](=[O:19])[NH:17][C:16](=[O:20])[N:15]1[CH3:21])[CH2:9]2)=[O:4].[CH:22]1[C:31]2[C:26](=[CH:27][CH:28]=[CH:29][CH:30]=2)[CH:25]=[CH:24][C:23]=1[CH:32]=O.[BH4-].[Na+]>CO>[CH3:21][N:15]1[C@@:10]2([CH2:9][C:8]3[C:12](=[CH:13][CH:14]=[C:6]([NH:5][C:3](=[O:4])[CH2:2][NH:1][CH2:32][C:23]4[CH:24]=[CH:25][C:26]5[C:31](=[CH:30][CH:29]=[CH:28][CH:27]=5)[CH:22]=4)[CH:7]=3)[CH2:11]2)[C:18](=[O:19])[NH:17][C:16]1=[O:20] |f:2.3|. Procedure: A stirred solution of 2-amino-N-[(4S)-3-methyl-2,5-dioxo-1′,3′-dihydrospiro[imidazolidine-4,2′-inden]-5′-yl]acetamide from Step B (80.0 mg, 0.277 mmol) and 2-naphthaldehyde (65.0 mg, 0.416 mmol), in MeOH (3 mL) was heated to 50° C. After 5 hours, no additional formation of the intermediate imine could be observed, so the reaction was cooled to 0° C., prior to the introduction of sodium borohydride (21.0 mg, 0.555 mmol). After 10 minutes the reaction was complete. The bulk of the solvent was remo...